The task is: describe an organic reaction: reactants, conditions, products, and yield. This data is from the Open Reaction Database (ORD), a public repository of structured organic reaction records. The reactants are CCC(=O)Cl, OCC(Oc1ccc(C(F)(F)F)cc1)c1cccc(C(F)(F)F)c1, O, c1ccncc1. Product: CCC(=O)OCC(Oc1ccc(C(F)(F)F)cc1)c1cccc(C(F)(F)F)c1. RXN SMILES: [C:25]([CH2:26][CH3:27])(=[O:28])[Cl:29].[F:1][C:2]([c:3]1[cH:4][cH:5][c:6]([O:7][CH:8]([CH2:9][OH:10])[c:11]2[cH:12][c:13]([C:17]([F:18])([F:19])[F:20])[cH:14][cH:15][cH:16]2)[cH:21][cH:22]1)([F:23])[F:24].[OH2:30].[cH:31]1[cH:32][cH:33][n:34][cH:35][cH:36]1>>[F:1][C:2]([c:3]1[cH:4][cH:5][c:6]([O:7][CH:8]([CH2:9][O:10][C:25]([CH2:26][CH3:27])=[O:28])[c:11]2[cH:12][c:13]([C:17]([F:18])([F:19])[F:20])[cH:14][cH:15][cH:16]2)[cH:21][cH:22]1)([F:23])[F:24]. Starting materials: IC1=C(N=C(N1C)C1=NC=CC=C1)C1=CC=C(C(=O)OC)C=C1 (methyl 4-(5-iodo-1-methyl-2-pyridin-2-yl-1H-imidazol-4-yl)benzoate), IC1=C(N=C(N1C)C1=NC=CC=C1)C1=CC=C(C(=O)OC)C=C1 (methyl 4-(5-iodo-1-methyl-2-pyridin-2-yl-1H-imidazol-4-yl)benzoate), [OH-].[Li+] (lithium hydroxide). The solvent is C(C)#N (acetonitrile), O (water). The product is IC1=C(N=C(N1C)C1=NC=CC=C1)C1=CC=C(C(=O)O)C=C1 (4-(5-iodo-1-methyl-2-pyridin-2-yl-1H-imidazol-4-yl)benzoic acid). Reaction SMILES: [I:1][C:2]1[N:6]([CH3:7])[C:5]([C:8]2[CH:13]=[CH:12][CH:11]=[CH:10][N:9]=2)=[N:4][C:3]=1[C:14]1[CH:23]=[CH:22][C:17]([C:18]([O:20]C)=[O:19])=[CH:16][CH:15]=1.[OH-].[Li+]>C(#N)C.O>[I:1][C:2]1[N:6]([CH3:7])[C:5]([C:8]2[CH:13]=[CH:12][CH:11]=[CH:10][N:9]=2)=[N:4][C:3]=1[C:14]1[CH:23]=[CH:22][C:17]([C:18]([OH:20])=[O:19])=[CH:16][CH:15]=1 |f:1.2|. Procedure: A solution of methyl 4-(5-iodo-1-methyl-2-pyridin-2-yl-1H-imidazol-4-yl)benzoate (Intermediate 7, Step 3, 1.5 g, 3.58 mmol) and lithium hydroxide (0.257 g, 10.73 mmol) in acetonitrile (6 mL) and water (6 mL) was heated to 50° C. for 2 h. The mixture was concentrated and extracted with EtOAc. The organics were dried (MgSO4) and concentrated to afford 4-(5-iodo-1-methyl-2-pyridin-2-yl-1H-imidazol-4-yl)benzoic acid. LCMS: m/z 406.0 (M+H)+.